Dataset: the Open Reaction Database (ORD), a public repository of structured organic reaction records. Task: describe an organic reaction: reactants, conditions, products, and yield Starting materials: FC1=CC(=C(C=C1)C1CCN(CC1)C(=O)C1=NNC=2CN(CCC21)C(=O)OC(C)(C)C)C(F)(F)F (tert-butyl 3-(4-(4-fluoro-2-(trifluoromethyl)phenyl)piperidine-1-carbonyl)-4,5-dihydro-1H-pyrazolo[3,4-c]pyridine-6(7H)-carboxylate), Cl (HCl). The solvent is C(Cl)Cl (CH2Cl2), CO (methanol). Reaction conditions: time 4 hour. Yields the product Cl.FC1=CC(=C(C=C1)C1CCN(CC1)C(=O)C1=NNC=2CNCCC21)C(F)(F)F ((4-(4-fluoro-2-(trifluoromethyl)phenyl)piperidin-1-yl)(4,5,6,7-tetrahydro-1H-pyrazolo[3,4-c]pyridin-3-yl)methanone hydrochloride). Yield: 98.0%. As a reaction SMILES: [F:1][C:2]1[CH:7]=[CH:6][C:5]([CH:8]2[CH2:13][CH2:12][N:11]([C:14]([C:16]3[C:24]4[CH2:23][CH2:22][N:21](C(OC(C)(C)C)=O)[CH2:20][C:19]=4[NH:18][N:17]=3)=[O:15])[CH2:10][CH2:9]2)=[C:4]([C:32]([F:35])([F:34])[F:33])[CH:3]=1.[ClH:36]>C(Cl)Cl.CO>[ClH:36].[F:1][C:2]1[CH:7]=[CH:6][C:5]([CH:8]2[CH2:13][CH2:12][N:11]([C:14]([C:16]3[C:24]4[CH2:23][CH2:22][NH:21][CH2:20][C:19]=4[NH:18][N:17]=3)=[O:15])[CH2:10][CH2:9]2)=[C:4]([C:32]([F:35])([F:33])[F:34])[CH:3]=1 |f:4.5|. Procedure: To a solution of tert-butyl 3-(4-(4-fluoro-2-(trifluoromethyl)phenyl)piperidine-1-carbonyl)-4,5-dihydro-1H-pyrazolo[3,4-c]pyridine-6(7H)-carboxylate (74 mg, 0.15 mmol) in CH2Cl2 (3 mL) and methanol (1 mL) was added 2 N HCl (2 mL, 2M in Et2O). The mixture stirred for 4 h at ambient temperature. The reaction mixture was diluted with Et20 (30 mL) and the resulting solids were collected by filtration to give (4-(4-fluoro-2-(trifluoromethyl)phenyl)piperidin-1-yl)(4,5,6,7-tetrahydro-1H-pyrazolo[3,4-c]...